From a dataset of the Open Reaction Database (ORD), a public repository of structured organic reaction records. describe an organic reaction: reactants, conditions, products, and yield Starting materials: Cl[Sn]Cl (SnCl2), CC=1C2=C(SC1C(=C)N1CCCC1)C=CC=C2 (3-methyl-2-(1-pyrrolidinylvinyl)benzo[b]thiophene), 2-acetyl-3-methylthianaphthene, N1CCCC1 (pyrrolidine), CC1=NC(=C(C(=N1)Cl)[N+](=O)[O-])Cl (2-methyl-4,6-dichloro-5-nitropyrimidine), C(C)(C)N(C(C)C)CC (N,N-diisopropylethylamine), N1CCCCC1 (piperidine), Cl[Sn]Cl (SnCl2). Reagents/catalysts: Cl[Ti](Cl)(Cl)Cl (TiCl4). The solvent is CN(C)C=O (DMF), CCN(CC)CC (NEt3). Reaction conditions: temperature 140 celsius, time 16 hour. The product is CC=1C2=C(SC1C1=NC=3C(NC(=NC3)C3CC(NCC3)C)=C1)C=CC=C2 (3-methyl-2-[2-methyl-4-piperidylpyrrolo[4,5-d]pyrimidin-6-yl]benzo[b]thiophene). Isolated yield 24.0%. As a reaction SMILES: [CH3:1][C:2]1[C:3]2[CH:17]=[CH:16][CH:15]=[CH:14][C:4]=2[S:5][C:6]=1[C:7]([N:9]1[CH2:13][CH2:12][CH2:11]C1)=C.N1CCCC1.[CH3:23][C:24]1[N:29]=C(Cl)C([N+]([O-])=O)=[C:26](Cl)[N:25]=1.C([N:38]([CH2:42][CH3:43])[CH:39]([CH3:41])[CH3:40])(C)C.N1CCCCC1.Cl[Sn]Cl>CN(C=O)C.Cl[Ti](Cl)(Cl)Cl.CCN(CC)CC>[CH3:1][C:2]1[C:3]2[CH:17]=[CH:16][CH:15]=[CH:14][C:4]=2[S:5][C:6]=1[C:7]1[CH:11]=[C:12]2[NH:29][C:24]([CH:23]3[CH2:43][CH2:42][NH:38][CH:39]([CH3:40])[CH2:41]3)=[N:25][CH:26]=[C:13]2[N:9]=1. Procedure: Using the method described in Example 30 by employing 3-methyl-2-(1-pyrrolidinylvinyl)benzo[b]thiophene (freshly prepared before use from 2-acetyl-3-methylthianaphthene (Avocado Chemical Company), pyrrolidine and TiCl4 (1.67 g, 6.88 mmol), 2-methyl-4,6-dichloro-5-nitropyrimidine (Example 76(b)) (1.43 g, 6.88 mmol), N,N-diisopropylethylamine (1.2 mL, 6.88 mmol), piperidine (1.1 mL, 11.0 mmol), NEt3 (1.5 mL) and SnCl2 (21 mL of a 2 M soln in DMF). In this example the SnCl2 solution was added to th... Reaction SMILES: N[C:2]1[C:7]([CH2:8][CH3:9])=[C:6]([CH3:10])[N:5]=[C:4]([CH2:11][CH2:12][CH2:13][CH3:14])[N:3]=1.Br[CH2:16][C:17]1[CH:22]=[CH:21][C:20]([C:23]2[CH:28]=[CH:27][CH:26]=[CH:25][C:24]=2[C:29]([O:31]C(C)(C)C)=[O:30])=[CH:19][CH:18]=1.[NH+]1C=CC=NC=1.[OH-].[Na+].FC(F)(F)C(O)=[O:47]>CN(C=O)C.CO>[CH2:11]([CH:4]1[NH:3][C:2](=[O:47])[C:7]([CH2:8][CH3:9])=[C:6]([CH3:10])[N:5]1[CH2:16][C:17]1[CH:22]=[CH:21][C:20]([C:23]2[CH:28]=[CH:27][CH:26]=[CH:25][C:24]=2[C:29]([OH:31])=[O:30])=[CH:19][CH:18]=1)[CH2:12][CH2:13][CH3:14] |f:3.4|. The reactants are NC1=NC(=NC(=C1CC)C)CCCC (4-Amino-2-n-butyl-5-ethyl-6-methylpyrimidine), BrCC1=CC=C(C=C1)C1=C(C=CC=C1)C(=O)OC(C)(C)C (4-bromomethyl-2'-t-butoxycarbonylbiphenyl), [OH-].[Na+] (sodium hydroxide), FC(C(=O)O)(F)F (trifluoroacetic acid), [NH+]1=CN=CC=C1 (pyrimidinium). The solvent is CN(C)C=O (DMF), CO (methanol). Yields the product C(CCC)C1N(C(=C(C(N1)=O)CC)C)CC1=CC=C(C=C1)C1=C(C=CC=C1)C(=O)O (2-n-Butyl-1-(2'-carboxybiphen-4-yl)methyl-5-ethyl-6-methylpyrimidin-4(3H)-one). Procedure: Heating 4-amino-2-n-butyl-5-ethyl-6-methylpyrimidine (from Example 19) with 4-bromomethyl-2'-t-butoxycarbonylbiphenyl in an appropriate solvent such as methanol or DMF, followed by treatment of the intermediate pyrimidinium species with aqueous base such as 0.1N sodium hydroxide as described by Brown, Hoeger, and Mason (J. Chem. Soc., 1955, 4035), followed by treatment with neat trifluoroacetic acid to achieve final deprotection of the carboxyl group, would provide the title compound. The reactants are CC#N, COc1ccc2[nH]cc(CCCCCl)c2c1, OCc1cc2cc(N3CCNCC3)ccc2o1. Product: COc1ccc2[nH]cc(CCCCN3CCN(c4ccc5oc(CO)cc5c4)CC3)c2c1. Reaction SMILES: [CH3:34][C:35]#[N:36].[Cl:1][CH2:2][CH2:3][CH2:4][CH2:5][c:6]1[cH:7][nH:8][c:9]2[cH:10][cH:11][c:12]([O:15][CH3:16])[cH:13][c:14]12.[OH:17][CH2:18][c:19]1[o:20][c:21]2[c:22]([cH:23]1)[cH:24][c:25]([N:28]1[CH2:29][CH2:30][NH:31][CH2:32][CH2:33]1)[cH:26][cH:27]2>>[CH2:2]([CH2:3][CH2:4][CH2:5][c:6]1[cH:7][nH:8][c:9]2[cH:10][cH:11][c:12]([O:15][CH3:16])[cH:13][c:14]12)[N:31]1[CH2:30][CH2:29][N:28]([c:25]2[cH:24][c:22]3[c:21]([o:20][c:19]([CH2:18][OH:17])[cH:23]3)[cH:27][cH:26]2)[CH2:33][CH2:32]1. Starting materials: CC(C)CCC[C@@H](C)CCC[C@@H](C)CCC\C(\C)=C\CO (phytol), [H][H] (hydrogen). The reagents and catalysts are [Ni] (Raney nickel). Product: C(CC(C)CCCC(C)CCCC(C)CCCC(C)C)O (phytanol). RXN SMILES: [CH3:1][CH:2]([CH2:4][CH2:5][CH2:6][C@H:7]([CH2:9][CH2:10][CH2:11][C@H:12]([CH2:14][CH2:15][CH2:16]/[C:17](=[CH:19]/[CH2:20][OH:21])/[CH3:18])[CH3:13])[CH3:8])[CH3:3].[H][H]>[Ni]>[CH2:20]([OH:21])[CH2:19][CH:17]([CH2:16][CH2:15][CH2:14][CH:12]([CH2:11][CH2:10][CH2:9][CH:7]([CH2:6][CH2:5][CH2:4][CH:2]([CH3:3])[CH3:1])[CH3:8])[CH3:13])[CH3:18]. Procedure: Hydrogenation of phytol can also be accomplished using Raney nickel and hydrogen to yield phytanol as referenced in Bendavid, A., Burns, C. J., Leslie, D. F., Hashimoto, K., Ridley, D. D., Sandanayake, S., and Wieczorek L., J. Org. Chem. (2001), 66, 3709-3716; Kim, T., Chan, K. C, and Crooks, R. M., J. Am. Chem. Soc. (1997) 119, 189; and Jellum, E., Eldjarn, L., and Try, K., Acta Chem. Scand. (1966), 20, 2335. Starting materials: oil, BrC1=CC(=CC2=C1N=C(S2)SC)C#N (4-bromo-2-(methylthio)benzo[d]thiazole-6-carbonitrile), FC=1C(=CC2=C(N=C(S2)SC)C1)C#N (5-fluoro-2-(methylthio)benzo[d]thiazole-6-carbonitrile). The product is BrC1=CC(=CC2=C1N=C(S2)SC)CN ((4-Bromo-2-(methylthio)benzo[d]thiazol-6-yl)methanamine). RXN SMILES: [Br:1][C:2]1[C:7]2[N:8]=[C:9]([S:11][CH3:12])[S:10][C:6]=2[CH:5]=[C:4]([C:13]#[N:14])[CH:3]=1.FC1C(C#N)=CC2SC(SC)=NC=2C=1>>[Br:1][C:2]1[C:7]2[N:8]=[C:9]([S:11][CH3:12])[S:10][C:6]=2[CH:5]=[C:4]([CH2:13][NH2:14])[CH:3]=1. Procedure: (4-Bromo-2-(methylthio)benzo[d]thiazol-6-yl)methanamine was synthesized as a clear oil (794 mg, 79%) using a procedure analogous to that described in Step 3 of Example 154, substituting 4-bromo-2-(methylthio)benzo[d]thiazole-6-carbonitrile from the previous step for 5-fluoro-2-(methylthio)benzo[d]thiazole-6-carbonitrile used in Example 154. LCMS (ESI) m/z 288, 290 (M+H)+. The reactants are BrC=1C=C(C(=O)N(C)OC)C=CN1 (2-bromo-N-methoxy-N-methylisonicotinamide), IC1=CN(C2=C1C=NC=C2)CCOC2OCCCC2 (3-iodo-1-[2-(tetrahydro-2H-pyran-2-yloxy)ethyl]-1H-pyrrolo[3,2-c]pyridine). The product is BrC1=NC=CC(=C1)C(=O)C1=CN(C2=C1C=NC=C2)CCOC2OCCCC2 ((2-bromopyridin-4-yl){1-[2-(tetrahydro-2H-pyran-2-yloxy)ethyl]-1H-pyrrolo[3,2-c]pyridin-3-yl}methanone). RXN SMILES: [Br:1][C:2]1[CH:3]=[C:4]([CH:11]=[CH:12][N:13]=1)[C:5](N(OC)C)=[O:6].I[C:15]1[C:19]2[CH:20]=[N:21][CH:22]=[CH:23][C:18]=2[N:17]([CH2:24][CH2:25][O:26][CH:27]2[CH2:32][CH2:31][CH2:30][CH2:29][O:28]2)[CH:16]=1>>[Br:1][C:2]1[CH:3]=[C:4]([C:5]([C:15]2[C:19]3[CH:20]=[N:21][CH:22]=[CH:23][C:18]=3[N:17]([CH2:24][CH2:25][O:26][CH:27]3[CH2:32][CH2:31][CH2:30][CH2:29][O:28]3)[CH:16]=2)=[O:6])[CH:11]=[CH:12][N:13]=1. Procedure details: Prepared according to the method described for Preparation 37 using 2-bromo-N-methoxy-N-methylisonicotinamide and 3-iodo-1-[2-(tetrahydro-2H-pyran-2-yloxy)ethyl]-1H-pyrrolo[3,2-c]pyridine (Preparation 50). Reactants: O1CCOC2=C1C=CC(=C2)CNC2CCN(CC2)CCN2C(C=NC1=CC=C(C=C21)Br)=O (1-(2-(4-((2,3-dihydro-1,4-benzodioxin-6-ylmethyl)amino)piperidin-1-yl)ethyl)-7-bromoquinoxalin-2(1H)-one), Cl.C(C)(=O)OCC (hydrogen chloride ethyl acetate). The solvent is C(C)(=O)OCC (ethyl acetate). Product: Cl.O1CCOC2=C1C=CC(=C2)CNC2CCN(CC2)CCN2C(C=NC1=CC=C(C=C21)Br)=O (1-(2-(4-((2,3-dihydro-1,4-benzodioxin-6-ylmethyl)amino)piperidin-1-yl)ethyl)-7-bromoquinoxalin-2(1H)-one hydrochloride). Reaction SMILES: [O:1]1[C:6]2[CH:7]=[CH:8][C:9]([CH2:11][NH:12][CH:13]3[CH2:18][CH2:17][N:16]([CH2:19][CH2:20][N:21]4[C:30]5[C:25](=[CH:26][CH:27]=[C:28]([Br:31])[CH:29]=5)[N:24]=[CH:23][C:22]4=[O:32])[CH2:15][CH2:14]3)=[CH:10][C:5]=2[O:4][CH2:3][CH2:2]1.[ClH:33].C(OCC)(=O)C>C(OCC)(=O)C>[ClH:33].[O:1]1[C:6]2[CH:7]=[CH:8][C:9]([CH2:11][NH:12][CH:13]3[CH2:14][CH2:15][N:16]([CH2:19][CH2:20][N:21]4[C:30]5[C:25](=[CH:26][CH:27]=[C:28]([Br:31])[CH:29]=5)[N:24]=[CH:23][C:22]4=[O:32])[CH2:17][CH2:18]3)=[CH:10][C:5]=2[O:4][CH2:3][CH2:2]1 |f:1.2,4.5|. Procedure: To 5 mL of an ethyl acetate solution containing 280 mg of 1-(2-(4-((2,3-dihydro-1,4-benzodioxin-6-ylmethyl)amino)piperidin-1-yl)ethyl)-7-bromoquinoxalin-2(1H)-one, 2 mL of 4 mol/L hydrogen chloride/ethyl acetate was added, and stirred at room temperature. The resulting solid was filtered to give 285 mg of 1-(2-(4-((2,3-dihydro-1,4-benzodioxin-6-ylmethyl)amino)piperidin-1-yl)ethyl)-7-bromoquinoxalin-2(1H)-one hydrochloride as a brown solid.